From a dataset of the Open Reaction Database (ORD), a public repository of structured organic reaction records. describe an organic reaction: reactants, conditions, products, and yield The reactants are BrC=1C=C(C(=NC1)Cl)[N+](=O)[O-] (5-bromo-2-chloro-3-nitro-pyridine), O (water), COC(CO)=O (Hydroxy-acetic acid methyl ester), [H-].[Na+] (sodium hydride). Run in O1CCCC1 (tetrahydrofuran), O1CCCC1 (tetrahydrofuran). Reaction conditions: time 30 minute. Yields the product COC(COC1=NC=C(C=C1[N+](=O)[O-])Br)=O ((5-bromo-3-nitro-pyridin-2-yloxy)-acetic acid methyl ester). Isolated yield 117.8%. Reaction SMILES: [CH3:1][O:2][C:3](=[O:6])[CH2:4][OH:5].[H-].[Na+].[Br:9][C:10]1[CH:11]=[C:12]([N+:17]([O-:19])=[O:18])[C:13](Cl)=[N:14][CH:15]=1.O>O1CCCC1>[CH3:1][O:2][C:3](=[O:6])[CH2:4][O:5][C:13]1[C:12]([N+:17]([O-:19])=[O:18])=[CH:11][C:10]([Br:9])=[CH:15][N:14]=1 |f:1.2|. Procedure details: Hydroxy-acetic acid methyl ester (46 mg, 0.50 mmol) was dissolved in 2 ml of anhydrous tetrahydrofuran under nitrogen atmosphere, and sodium hydride (40 mg, 1.0 mmol) was added thereto at room temperature. After stirring for 30 minutes, 5-bromo-2-chloro-3-nitro-pyridine (100 mg, 0.42 mmol) dissolved in 1 ml of anhydrous tetrahydrofuran was added dropwise at room temperature, and the reaction mixture was stirred at room temperature for 18 hours. After completion of the reaction by adding water, t...